Dataset: the Open Reaction Database (ORD), a public repository of structured organic reaction records. Task: describe an organic reaction: reactants, conditions, products, and yield Reactants: OC1(CC2=NC=CC=C2)CC=CC=C1C(CCCC)O (2-[1-hydroxy-6'-(1-hydroxypentyl)-benzyl]pyridine), S(=O)(=O)(C(F)(F)F)OS(=O)(=O)C(F)(F)F (triflic anhydride), Cl(=O)(=O)(=O)[O-].[Na+] (sodium perchlorate). The solvent is C1=CC=CC=C1 (benzene). Product: Cl(=O)(=O)(=O)[O-].C(CCC)C1=C2C(=CC=3C=CC=C[N+]13)C=CC=C2 (6-butylbenzo[b]quinolizinium perchlorate). Yield: 11.0%. RXN SMILES: O[C:2]1([C:14]([CH:15](O)[CH2:16][CH2:17][CH2:18][CH3:19])=[CH:13][CH:12]=[CH:11][CH2:10]1)[CH2:3][C:4]1[CH:9]=[CH:8][CH:7]=[CH:6][N:5]=1.S(OS(C(F)(F)F)(=O)=O)(C(F)(F)F)(=O)=O.[Cl:36]([O-:40])(=[O:39])(=[O:38])=[O:37].[Na+]>C1C=CC=CC=1>[Cl:36]([O-:40])(=[O:39])(=[O:38])=[O:37].[CH2:16]([C:15]1[N+:5]2[CH:6]=[CH:7][CH:8]=[CH:9][C:4]=2[CH:3]=[C:2]2[CH:10]=[CH:11][CH:12]=[CH:13][C:14]=12)[CH2:17][CH2:18][CH3:19] |f:2.3,5.6|. Procedure details: To a refluxing solution of 11.1 g (0.04 mol) of 2-[1-hydroxy-6'-(1-hydroxypentyl)-benzyl]pyridine in 250 mL of benzene was added 23.9 mL (0.14 mol) of triflic anhydride in 5 min, the mixture was heated for 65 min and then cooled. The reaction mixture was concentrated in vacuo, the residual oil was triturated in ether and decanted. The oil was chromatographed on silica (ethyl acetate/methylene chloride, 1:1 ) to afford an oil, which was treated with sodium perchlorate solution. The salt was tritu... Reactants: ClC1=CC=C(C(=O)C=2C=C(C(=O)NC3=CC=CC=C3)C=CN2)C=C1 (2-(4-Chlorobenzoyl)-isonicotinanilide), S(=O)(Cl)Cl (thionyl chloride), O1CCCC1 (tetrahydrofuran), C(CO)O (ethylene glycol). The solvent is C(C)N(CC)CC (triethylamine). Conditions: time 20 minute. Yields the product C1COC(C2=CC(=NC=C2)C(C2=CC=C(C=C2)Cl)=O)(NC2=CC=CC=C2)O1 (2-(4-Chlorobenzoyl)-isonicotinanilide ethylene ketal). The yield is 80.0%. As a reaction SMILES: [Cl:1][C:2]1[CH:24]=[CH:23][C:5]([C:6]([C:8]2[CH:9]=[C:10]([CH:20]=[CH:21][N:22]=2)[C:11]([NH:13][C:14]2[CH:19]=[CH:18][CH:17]=[CH:16][CH:15]=2)=[O:12])=[O:7])=[CH:4][CH:3]=1.S(Cl)(Cl)=O.[O:29]1CC[CH2:31][CH2:30]1.C(O)CO>C(N(CC)CC)C>[CH2:30]1[O:29][C:11]([NH:13][C:14]2[CH:19]=[CH:18][CH:17]=[CH:16][CH:15]=2)([C:10]2[CH:20]=[CH:21][N:22]=[C:8]([C:6](=[O:7])[C:5]3[CH:23]=[CH:24][C:2]([Cl:1])=[CH:3][CH:4]=3)[CH:9]=2)[O:12][CH2:31]1. Procedure details: 2-(4-Chlorobenzoyl)-isonicotinanilide (11 g) was reacted with thionyl chloride as in Synthesis 1. To the resulting product, tetrahydrofuran (150 ml) and ethylene glycol (30 ml) were added and the mixture was stirred for about 20 minutes under cooling with ice. To the resulting solution, triethylamine (25 ml) was added dropwise. After completion of the addition, the solution was stirred for 1 hour, followed by stirring at room temperature for another 4 hours. The resulting solution was treated as...